This data is from the Open Reaction Database (ORD), a public repository of structured organic reaction records. The task is: describe an organic reaction: reactants, conditions, products, and yield Starting materials: NC1=NC=2C=CC=CC2C2=C1N=C(N2CCCNCCCO)CCCC (3-(3-(4-Amino-2-butyl-1H-imidazo[4,5-c]quinolin-1-yl)propylamino)propan-1-ol), BrCC=1C=C(C=CC1)CC(=O)OC (methyl 2-(3-(bromomethyl)phenyl)acetate), C([O-])([O-])=O.[K+].[K+] (potassium carbonate). Run in CN(C)C=O (DMF). Reaction conditions: time 24 hour. The product is NC1=NC=2C=CC=CC2C2=C1N=C(N2CCCN(CCCO)CC=2C=C(C=CC2)CC(=O)OC)CCCC (Methyl 2-(3-(((3-(4-amino-2-butyl-1H-imidazo[4,5-c]quinolin-1-yl)propyl)(3-hydroxypropyl)amino)methyl)phenyl)acetate). As a reaction SMILES: [NH2:1][C:2]1[C:11]2[N:12]=[C:13]([CH2:23][CH2:24][CH2:25][CH3:26])[N:14]([CH2:15][CH2:16][CH2:17][NH:18][CH2:19][CH2:20][CH2:21][OH:22])[C:10]=2[C:9]2[CH:8]=[CH:7][CH:6]=[CH:5][C:4]=2[N:3]=1.Br[CH2:28][C:29]1[CH:30]=[C:31]([CH2:35][C:36]([O:38][CH3:39])=[O:37])[CH:32]=[CH:33][CH:34]=1.C(=O)([O-])[O-].[K+].[K+]>CN(C=O)C>[NH2:1][C:2]1[C:11]2[N:12]=[C:13]([CH2:23][CH2:24][CH2:25][CH3:26])[N:14]([CH2:15][CH2:16][CH2:17][N:18]([CH2:28][C:29]3[CH:30]=[C:31]([CH2:35][C:36]([O:38][CH3:39])=[O:37])[CH:32]=[CH:33][CH:34]=3)[CH2:19][CH2:20][CH2:21][OH:22])[C:10]=2[C:9]2[CH:8]=[CH:7][CH:6]=[CH:5][C:4]=2[N:3]=1 |f:2.3.4|. Reported procedure: A mixture of the product from step (vii) (2 g), methyl 2-(3-(bromomethyl)phenyl)acetate (1.4 g) and potassium carbonate (2.1 g) in DMF (20 mL) was stirred at rt under nitrogen for 24 h. The mixture was partitioned between DCM/water, the organics separated, washed with water, dried, and evaporated under reduced pressure. The residue was purified by chromotography on silica eluting with DCM/MeOH/Et3N (1000/50/3). Yield 2.43 g of solid.